Dataset: the Open Reaction Database (ORD), a public repository of structured organic reaction records. Task: describe an organic reaction: reactants, conditions, products, and yield Starting materials: COc1cccc(Nc2c(C(N)=O)cnc3c(C)cc(S(=O)(=O)c4cccc(C(=O)Nc5ccc(CCNCC(O)c6ccc(OCc7ccccc7)c7[nH]c(=O)ccc67)cc5)c4)cc23)c1, COc1cccc(Nc2c(C(N)=O)cnc3c(C)cc(S(=O)(=O)c4cccc(C(=O)N5CCN(C(=O)c6cccc(CC(C)(C)NCC(O[Si](C)(C)C(C)(C)C)c7ccc(OCc8ccccc8)c8[nH]c(=O)ccc78)c6)CC5)c4)cc23)c1. Product: COc1cccc(Nc2c(C(N)=O)cnc3c(C)cc(S(=O)(=O)c4cccc(C(=O)N5CCN(C(=O)c6cccc(CC(C)(C)NCC(O)c7ccc(OCc8ccccc8)c8[nH]c(=O)ccc78)c6)CC5)c4)cc23)c1. As a reaction SMILES: [CH2:1]([O:2][c:3]1[cH:4][cH:5][c:6]([CH:7]([OH:8])[CH2:9][NH:10][CH2:11][CH2:12][c:13]2[cH:14][cH:15][c:16]([NH:17][C:18]([c:19]3[cH:20][c:21]([S:22]([c:23]4[cH:24][c:25]5[c:26]([c:27]([CH3:28])[cH:29]4)[n:30][cH:31][c:32]([C:33]([NH2:34])=[O:35])[c:36]5[NH:37][c:38]4[cH:39][cH:40][cH:41][c:42]([O:43][CH3:44])[cH:45]4)(=[O:46])=[O:47])[cH:48][cH:49][cH:50]3)=[O:51])[cH:52][cH:53]2)[c:54]2[c:55]1[nH:56][c:57](=[O:58])[cH:59][cH:60]2)[c:61]1[cH:62][cH:63][cH:64][cH:65][cH:66]1.[CH2:67]([c:68]1[cH:69][cH:70][cH:71][cH:72][cH:73]1)[O:74][c:75]1[cH:76][cH:77][c:78]([CH:86]([CH2:87][NH:88][C:89]([CH2:90][c:91]2[cH:92][c:93]([C:94](=[O:95])[N:96]3[CH2:97][CH2:98][N:99]([C:102](=[O:103])[c:104]4[cH:105][c:106]([S:110](=[O:111])(=[O:112])[c:113]5[cH:114][c:115]6[c:116]([NH:127][c:128]7[cH:129][c:130]([O:134][CH3:135])[cH:131][cH:132][cH:133]7)[c:117]([C:124](=[O:125])[NH2:126])[cH:118][n:119][c:120]6[c:121]([CH3:123])[cH:122]5)[cH:107][cH:108][cH:109]4)[CH2:100][CH2:101]3)[cH:136][cH:137][cH:138]2)([CH3:139])[CH3:140])[O:141][Si:142]([C:143]([CH3:144])([CH3:145])[CH3:146])([CH3:147])[CH3:148])[c:79]2[cH:80][cH:81][c:82](=[O:85])[nH:83][c:84]12>>[CH2:67]([c:68]1[cH:69][cH:70][cH:71][cH:72][cH:73]1)[O:74][c:75]1[cH:76][cH:77][c:78]([CH:86]([CH2:87][NH:88][C:89]([CH2:90][c:91]2[cH:92][c:93]([C:94](=[O:95])[N:96]3[CH2:97][CH2:98][N:99]([C:102](=[O:103])[c:104]4[cH:105][c:106]([S:110](=[O:111])(=[O:112])[c:113]5[cH:114][c:115]6[c:116]([NH:127][c:128]7[cH:129][c:130]([O:134][CH3:135])[cH:131][cH:132][cH:133]7)[c:117]([C:124](=[O:125])[NH2:126])[cH:118][n:119][c:120]6[c:121]([CH3:123])[cH:122]5)[cH:107][cH:108][cH:109]4)[CH2:100][CH2:101]3)[cH:136][cH:137][cH:138]2)([CH3:139])[CH3:140])[OH:141])[c:79]2[cH:80][cH:81][c:82](=[O:85])[nH:83][c:84]12. Starting materials: ClC1=C(C(=CC(=C1OC)OCC1=CC=CC=C1)Cl)NC1=C(C=CC=C1)CC(=O)O (2-[(2,6-dichloro-3-methoxy-4-benzyloxyphenyl)amino]phenylacetic acid). Reagents/catalysts: [Pd] (Pd-C). Solvent: O1CCCC1 (tetrahydrofuran), ClC1=C(C=CC=C1)Cl (1,2-dichlorobenzene). The product is ClC1=C(C(=CC(=C1OC)O)Cl)NC1=C(C=CC=C1)CC(=O)O (2-[(2,6-dichloro-3-methoxy-4-hydroxyphenyl)amino]phenylacetic acid). As a reaction SMILES: [Cl:1][C:2]1[C:7]([O:8][CH3:9])=[C:6]([O:10]CC2C=CC=CC=2)[CH:5]=[C:4]([Cl:18])[C:3]=1[NH:19][C:20]1[CH:25]=[CH:24][CH:23]=[CH:22][C:21]=1[CH2:26][C:27]([OH:29])=[O:28]>O1CCCC1.ClC1C=CC=CC=1Cl.[Pd]>[Cl:1][C:2]1[C:7]([O:8][CH3:9])=[C:6]([OH:10])[CH:5]=[C:4]([Cl:18])[C:3]=1[NH:19][C:20]1[CH:25]=[CH:24][CH:23]=[CH:22][C:21]=1[CH2:26][C:27]([OH:29])=[O:28]. Procedure details: The 2-[(2,6-dichloro-3-methoxy-4-benzyloxyphenyl)amino]phenylacetic acid (10 g) from example 37 was hydrogenated with Pd-C (1 g, 5%) in tetrahydrofuran (100 ml) and 1,2-dichlorobenzene (10 ml) at normal pressure for 25 min at room temperature. The catalyst was removed by filtration, and the filtrate was evaporated to leave the final product 2-[(2,6-dichloro-3-methoxy-4-hydroxyphenyl)amino]phenylacetic acid. Reported procedure: bis(4-Hydroxyphenyl)terephthalate (Structure IV) is synthesized by the reaction of hydroquinone with terephthaloyl chloride through the addition of NAOH. The hydroquinone (162.7 grams, 1.48 moles) and terephthaloyl chloride (150.0 grams, 0.74 moles) are first dissolved in 750 ml of tetrahydrofuran in a two liter round bottom flask which is stirred. The NaOH (59.1 grams, 1.48 moles) in 300 ml of deionized water is next added dropwise using an addition funnel over a one hour period and the mixture... Product: OC1=CC=C(C=C1)OC(C1=CC=C(C(=O)OC2=CC=C(C=C2)O)C=C1)=O (BIS(4-HYDROXYPHENYL)TEREPHTHALATE). Starting materials: C1(O)=CC=C(O)C=C1 (hydroquinone), C(C1=CC=C(C(=O)Cl)C=C1)(=O)Cl (terephthaloyl chloride), [OH-].[Na+] (NaOH), C1(O)=CC=C(O)C=C1 (hydroquinone), C(C1=CC=C(C(=O)Cl)C=C1)(=O)Cl (terephthaloyl chloride). Run in O (water), O1CCCC1 (tetrahydrofuran). Isolated yield 43.3%. RXN SMILES: [C:1]1([CH:8]=[CH:7][C:5]([OH:6])=[CH:4][CH:3]=1)[OH:2].[C:9](Cl)(=[O:19])[C:10]1[CH:18]=[CH:17][C:13]([C:14](Cl)=[O:15])=[CH:12][CH:11]=1.[OH-:21].[Na+]>O1CCCC1.O>[OH:2][C:1]1[CH:8]=[CH:7][C:5]([O:6][C:9](=[O:19])[C:10]2[CH:18]=[CH:17][C:13]([C:14]([O:21][C:5]3[CH:7]=[CH:8][C:1]([OH:2])=[CH:3][CH:4]=3)=[O:15])=[CH:12][CH:11]=2)=[CH:4][CH:3]=1 |f:2.3|. Reaction SMILES: [Cl:1][C:2]1[CH:10]=[CH:9][C:8]2[NH:7][C:6]3[CH2:11][CH2:12][N:13]([CH3:16])[CH2:14][CH2:15][C:5]=3[C:4]=2[CH:3]=1.N1C2C(=CC=C3C=2N=CC=C3)C=CC=1.[O-]P([O-])([O-])=O.[K+].[K+].[K+].Br[C:40]#[C:41][C:42]1[CH:47]=[CH:46][C:45]([Cl:48])=[CH:44][CH:43]=1>C1(C)C=CC=CC=1>[Cl:1][C:2]1[CH:10]=[CH:9][C:8]2[N:7]([C:40]#[C:41][C:42]3[CH:47]=[CH:46][C:45]([Cl:48])=[CH:44][CH:43]=3)[C:6]3[CH2:11][CH2:12][N:13]([CH3:16])[CH2:14][CH2:15][C:5]=3[C:4]=2[CH:3]=1 |f:2.3.4.5|. Reaction conditions: temperature 80 celsius. Yields the product ClC1=CC=2C3=C(N(C2C=C1)C#CC1=CC=C(C=C1)Cl)CCN(CC3)C (9-chloro-6-((4-chlorophenyl)ethynyl)-3-methyl-1,2,3,4,5,6-hexahydroazepino[4,5-b]indole). Procedure details: A mixture of 9-chloro-3-methyl-1,2,3,4,5,6-hexahydroazepino[4,5-b]indole (235 mg, 1 mmol), CuSO4.5H2O (50 mg, 0.2 mmol), 1,10-Phenanthroline (72 mg, 0.4 mmol), K3PO4 (425 mg, 2 mmol) and 1-(bromoethynyl)-4-chlorobenzene (237 mg, 1.1 mmol) in toluene (10 mL) was flushed with nitrogen heated 80° C. for 16 h. The reaction was monitored by LCMS. The reaction mixture was filtered through Celite, washed with DCM. The organic layer was concentrated and purified by column chromatography (silica gel, 60-... Run in C1(=CC=CC=C1)C (toluene). Reactants: ClC1=CC=2C3=C(NC2C=C1)CCN(CC3)C (9-chloro-3-methyl-1,2,3,4,5,6-hexahydroazepino[4,5-b]indole), CuSO4.5H2O, N1=CC=CC2=CC=C3C=CC=NC3=C12 (1,10-Phenanthroline), [O-]P(=O)([O-])[O-].[K+].[K+].[K+] (K3PO4), BrC#CC1=CC=C(C=C1)Cl (1-(bromoethynyl)-4-chlorobenzene). Isolated yield 10.0%. The reactants are CCOCCO, ClCCl, FC(F)CC(=S)Cl, c1ccncc1. Product: CCOCCOC(=S)CC(F)F. RXN SMILES: [CH3:1][CH2:2][O:3][CH2:4][CH2:5][OH:6].[Cl:20][CH2:21][Cl:22].[F:13][CH:14]([F:15])[CH2:16][C:17](=[S:18])[Cl:19].[cH:7]1[cH:8][cH:9][n:10][cH:11][cH:12]1>>[CH3:1][CH2:2][O:3][CH2:4][CH2:5][O:6][C:17]([CH2:16][CH:14]([F:13])[F:15])=[S:18]. The reactants are CCO, CCOC(=O)c1ccccc1C=Cc1c(-c2cccnc2)nn(C)c1Cl, [K+], [OH-], O. The product is Cn1nc(-c2cccnc2)c(C=Cc2ccccc2C(=O)O)c1Cl. Reaction SMILES: [CH3:27][CH2:28][OH:29].[Cl:1][c:2]1[c:3]([CH:14]=[CH:15][c:16]2[c:17]([C:18](=[O:19])[O:20][CH2:21][CH3:22])[cH:23][cH:24][cH:25][cH:26]2)[c:4](-[c:8]2[cH:9][n:10][cH:11][cH:12][cH:13]2)[n:5][n:6]1[CH3:7].[K+:31].[OH-:30].[OH2:32]>>[Cl:1][c:2]1[c:3]([CH:14]=[CH:15][c:16]2[c:17]([C:18](=[O:19])[OH:20])[cH:23][cH:24][cH:25][cH:26]2)[c:4](-[c:8]2[cH:9][n:10][cH:11][cH:12][cH:13]2)[n:5][n:6]1[CH3:7]. Starting materials: C1CCOC1, CN1CCN(c2ccc(N)cc2)CC1, CCn1ncc(C(=O)Nc2cccc(C(=O)c3ccc4c(c3)NC(=O)C4=CO)c2)c1C. Yields the product CCn1ncc(C(=O)Nc2cccc(C(=O)c3ccc4c(c3)NC(=O)C4=CNc3ccc(N4CCN(C)CC4)cc3)c2)c1C. As a reaction SMILES: [CH2:46]1[O:47][CH2:48][CH2:49][CH2:50]1.[CH3:32][N:33]1[CH2:34][CH2:35][N:36]([c:39]2[cH:40][cH:41][c:42]([NH2:45])[cH:43][cH:44]2)[CH2:37][CH2:38]1.[OH:1][CH:2]=[C:3]1[C:4](=[O:31])[NH:5][c:6]2[cH:7][c:8]([C:12](=[O:13])[c:14]3[cH:15][c:16]([NH:20][C:21](=[O:22])[c:23]4[cH:24][n:25][n:26]([CH2:29][CH3:30])[c:27]4[CH3:28])[cH:17][cH:18][cH:19]3)[cH:9][cH:10][c:11]21>>[CH:2](=[C:3]1[C:4](=[O:31])[NH:5][c:6]2[cH:7][c:8]([C:12](=[O:13])[c:14]3[cH:15][c:16]([NH:20][C:21](=[O:22])[c:23]4[cH:24][n:25][n:26]([CH2:29][CH3:30])[c:27]4[CH3:28])[cH:17][cH:18][cH:19]3)[cH:9][cH:10][c:11]21)[NH:45][c:42]1[cH:41][cH:40][c:39]([N:36]2[CH2:35][CH2:34][N:33]([CH3:32])[CH2:38][CH2:37]2)[cH:44][cH:43]1.